From a dataset of the Open Reaction Database (ORD), a public repository of structured organic reaction records. describe an organic reaction: reactants, conditions, products, and yield Starting materials: CCOC(=O)C=C(C)C(C)C, Cl, O=S(Cl)Cl, c1ccccc1. Product: CC(=CC(=O)Cl)C(C)C. Reaction SMILES: [CH3:1][C:2](=[CH:3][C:4](=[O:5])[O:6][CH2:7][CH3:8])[CH:9]([CH3:10])[CH3:11].[ClH:16].[S:12]([Cl:13])([Cl:14])=[O:15].[cH:17]1[cH:18][cH:19][cH:20][cH:21][cH:22]1>>[CH3:1][C:2](=[CH:3][C:4](=[O:5])[Cl:14])[CH:9]([CH3:10])[CH3:11]. Reactants: C(C1=CC=CC=C1)N1CC(OC(C1)C)C (4-Benzyl-2,6-dimethylmorpholine), C(C)(=O)O (acetic acid). The reagents and catalysts are [OH-].[OH-].[Pd+2] (palladium hydroxide/carbon). Yield: 92.0%. RXN SMILES: C([N:8]1[CH2:13][CH:12]([CH3:14])[O:11][CH:10]([CH3:15])[CH2:9]1)C1C=CC=CC=1.[C:16]([OH:19])(=[O:18])[CH3:17]>C(O)C.[OH-].[OH-].[Pd+2]>[C:16]([OH:19])(=[O:18])[CH3:17].[CH3:15][CH:10]1[O:11][CH:12]([CH3:14])[CH2:13][NH:8][CH2:9]1 |f:3.4.5,6.7|. Procedure details: 4-Benzyl-2,6-dimethylmorpholine (10.72 mg, 45.76 mmol) was dissolved in acetic acid (10 mL) and ethanol (200 mL), and 10% palladium hydroxide/carbon (5 g) was added thereto. The mixture was stirred for two days at room temperature under a hydrogen stream at normal pressure. The catalyst was separated by filtration, and then the reaction liquor was concentrated under reduced pressure and dried, to obtain the title compound (7.36 g, 92%) as an oily matter. This compound was used in the subsequent ... Reaction conditions: time 2 day. Product: C(C)(=O)O.CC1CNCC(O1)C (2,6-Dimethylmorpholine acetate). Solvent: C(C)O (ethanol). The reactants are CN1CCCC1=O, N#Cc1cc(Cl)cc(Oc2nc(F)c(Cl)cc2F)c1, NCc1n[nH]c2ncccc12, O. Product: N#Cc1cc(Cl)cc(Oc2nc(NCc3n[nH]c4ncccc34)c(Cl)cc2F)c1. As a reaction SMILES: [CH3:31][N:32]1[CH2:33][CH2:34][CH2:35][C:36]1=[O:37].[Cl:1][c:2]1[cH:3][c:4]([C:5]#[N:6])[cH:7][c:8]([O:10][c:11]2[n:12][c:13]([F:19])[c:14]([Cl:18])[cH:15][c:16]2[F:17])[cH:9]1.[NH2:20][CH2:21][c:22]1[n:23][nH:24][c:25]2[n:26][cH:27][cH:28][cH:29][c:30]12.[OH2:38]>>[Cl:1][c:2]1[cH:3][c:4]([C:5]#[N:6])[cH:7][c:8]([O:10][c:11]2[n:12][c:13]([NH:20][CH2:21][c:22]3[n:23][nH:24][c:25]4[n:26][cH:27][cH:28][cH:29][c:30]34)[c:14]([Cl:18])[cH:15][c:16]2[F:17])[cH:9]1.